Dataset: the Open Reaction Database (ORD), a public repository of structured organic reaction records. Task: describe an organic reaction: reactants, conditions, products, and yield The reactants are ClC1=C(C(=CC=C1)Cl)C=1NC2=C(N1)C=CC(=C2)N (2-(2,6-dichloro-phenyl)-3H-benzoimidazol-5-ylamine), CCN(C(C)C)C(C)C (DIPEA), CC1=C(C(=CC(=C1)C)C)S(=O)(=O)Cl (2,4,6-trimethyl-benzenesulfonyl chloride). The solvent is O1CCOCC1 (dioxane). Conditions: time 8 hour. Yields the product ClC1=C(C(=CC=C1)Cl)C=1NC2=C(N1)C=CC(=C2)NS(=O)(=O)C2=C(C=C(C=C2C)C)C (N-[2-(2,6-Dichloro-phenyl)-3H-benzoimidazol-5-yl]-2,4,6-trimethyl-benzenesulfonamide). RXN SMILES: [Cl:1][C:2]1[CH:7]=[CH:6][CH:5]=[C:4]([Cl:8])[C:3]=1[C:9]1[NH:10][C:11]2[CH:17]=[C:16]([NH2:18])[CH:15]=[CH:14][C:12]=2[N:13]=1.CCN(C(C)C)C(C)C.[CH3:28][C:29]1[CH:34]=[C:33]([CH3:35])[CH:32]=[C:31]([CH3:36])[C:30]=1[S:37](Cl)(=[O:39])=[O:38]>O1CCOCC1>[Cl:8][C:4]1[CH:5]=[CH:6][CH:7]=[C:2]([Cl:1])[C:3]=1[C:9]1[NH:10][C:11]2[CH:17]=[C:16]([NH:18][S:37]([C:30]3[C:31]([CH3:36])=[CH:32][C:33]([CH3:35])=[CH:34][C:29]=3[CH3:28])(=[O:39])=[O:38])[CH:15]=[CH:14][C:12]=2[N:13]=1. Reported procedure: To a vial containing a solution of 2-(2,6-dichloro-phenyl)-3H-benzoimidazol-5-ylamine, prepared as described in Example 1-6, in dioxane (0.2 M, 0.10 mL) was added DIPEA (0.5 M in toluene, 0.050 mL), followed by 2,4,6-trimethyl-benzenesulfonyl chloride (0.2 M in toluene, 0.12 mL). After overnight at ambient temperature, solid phase extraction (SPE) by strong cation exchange (SCX) was followed by silica gel column chromatography to give N-[2-(2,6-Dichloro-phenyl)-3H-benzoimidazol-5-yl]-2,4,6-trime... Starting materials: ice water, P(Cl)(Cl)(Cl)(Cl)Cl (phosphorus pentachloride), O(C1=CC=CC=C1)CC(=O)NC1[C@@H]2N(C(=C(CS2)C=CC2=NN=NN2C)C(=O)OC(C2=CC=CC=C2)C2=CC=CC=C2)C1=O (benzhydryl 7-phenoxyacetamido-3-(1-methyl-1H-tetrazol-5-yl)vinyl-3-cephem-4-carboxylate), P(Cl)(Cl)(Cl)(Cl)Cl (phosphorus pentachloride), N1=CC=CC2=CC=CC=C12 (quinoline). Solvent: C(Cl)(Cl)Cl (chloroform), C(CC)O (n-propanol), C(Cl)(Cl)Cl (chloroform). Conditions: time 1 hour. The product is Cl.NC1[C@@H]2N(C(=C(CS2)C=CC2=NN=NN2C)C(=O)OC(C2=CC=CC=C2)C2=CC=CC=C2)C1=O (benzhydryl 7-amino-3-(1-methyl-1H-tetrazol-5-yl)vinyl-3-cephem-4-carboxylate hydrochloride). Yield: 57.4%. RXN SMILES: P(Cl)(Cl)(Cl)(Cl)[Cl:2].N1C2C(=CC=CC=2)C=CC=1.O(CC([NH:27][CH:28]1[C:59](=[O:60])[N:30]2[C:31]([C:43]([O:45][CH:46]([C:53]3[CH:58]=[CH:57][CH:56]=[CH:55][CH:54]=3)[C:47]3[CH:52]=[CH:51][CH:50]=[CH:49][CH:48]=3)=[O:44])=[C:32]([CH:35]=[CH:36][C:37]3[N:41]([CH3:42])[N:40]=[N:39][N:38]=3)[CH2:33][S:34][C@H:29]12)=O)C1C=CC=CC=1>C(Cl)(Cl)Cl.C(O)CC>[ClH:2].[NH2:27][CH:28]1[C:59](=[O:60])[N:30]2[C:31]([C:43]([O:45][CH:46]([C:53]3[CH:58]=[CH:57][CH:56]=[CH:55][CH:54]=3)[C:47]3[CH:48]=[CH:49][CH:50]=[CH:51][CH:52]=3)=[O:44])=[C:32]([CH:35]=[CH:36][C:37]3[N:41]([CH3:42])[N:40]=[N:39][N:38]=3)[CH2:33][S:34][C@H:29]12 |f:5.6|. Reported procedure: To 15 ml of chloroform was added 1.218 g of phosphorus pentachloride, and the phosphorus pentachloride was dissolved therein by warming. To the solution maintained at 10°-20° C. was added 0.929 g of quinoline. Five minutes later, the temperature was lowered to -10°--20° C., and to the mixture was added 2.7 g of benzhydryl 7-phenoxyacetamido-3-(1-methyl-1H-tetrazol-5-yl)vinyl-3-cephem-4-carboxylate. The mixture was then stirred for 10 minutes and at room temperature for one hour. The mixture was ... Reactants: NC1=C(C(=NN1C1=C(C=C(C=C1Cl)C(F)(F)F)Cl)C#N)C#C[Si](C)(C)C (5-amino-3-cyano-1-(2,6-dichloro-4-trifluoromethylphenyl)-4-trimethylsilylethynylpyrazole), C([O-])([O-])=O.[K+].[K+] (potassium carbonate). Solvent: CO (methanol). Yields the product NC1=C(C(=NN1C1=C(C=C(C=C1Cl)C(F)(F)F)Cl)C#N)C#C (5-Amino-3-cyano-1-(2,6-dichloro-4-trifluoromethylphenyl)-4-ethynylpyrazole). RXN SMILES: [NH2:1][C:2]1[N:6]([C:7]2[C:12]([Cl:13])=[CH:11][C:10]([C:14]([F:17])([F:16])[F:15])=[CH:9][C:8]=2[Cl:18])[N:5]=[C:4]([C:19]#[N:20])[C:3]=1[C:21]#[C:22][Si](C)(C)C.C(=O)([O-])[O-].[K+].[K+]>CO>[NH2:1][C:2]1[N:6]([C:7]2[C:8]([Cl:18])=[CH:9][C:10]([C:14]([F:15])([F:17])[F:16])=[CH:11][C:12]=2[Cl:13])[N:5]=[C:4]([C:19]#[N:20])[C:3]=1[C:21]#[CH:22] |f:1.2.3|. Procedure details: To a stirred solution of 5-amino-3-cyano-1-(2,6-dichloro-4-trifluoromethylphenyl)-4-trimethylsilylethynylpyrazole (2.0 g, crude from example 2) in methanol (30 ml) was added potassium carbonate (1 g). After 10 minutes at room temperature the reaction mixture was partitioned between ether (100 ml) and water (100 ml). The organic layer was separated, washed with brine (100 ml), dried (MgSO4) and evaporated. The residue was purified by column chromatography on silica gel eluted with dichloromethane...